This data is from the Open Reaction Database (ORD), a public repository of structured organic reaction records. The task is: describe an organic reaction: reactants, conditions, products, and yield Starting materials: C(C1=CC=CC=C1)N1CCC2(CC1)OCC1=C2C=CC(=C1)Cl (1′-benzyl-5-chloro-3H-spiro[2-benzofuran-1,4′-piperidine]), ClC(=O)OCCCl (chloroethyl chloroformate). The solvent is ClCCl (dichloromethane). Reaction conditions: temperature 0 celsius, time 25 minute. Yields the product ClC1=CC2=C(C=C1)C1(CCNCC1)OC2 (5-Chloro-3H-spiro[2-benzofuran-1,4′-piperidine]). Yield: 44.4%. RXN SMILES: C([N:8]1[CH2:13][CH2:12][C:11]2([C:17]3[CH:18]=[CH:19][C:20]([Cl:22])=[CH:21][C:16]=3[CH2:15][O:14]2)[CH2:10][CH2:9]1)C1C=CC=CC=1.ClC(OCCCl)=O>ClCCl>[Cl:22][C:20]1[CH:19]=[CH:18][C:17]2[C:11]3([O:14][CH2:15][C:16]=2[CH:21]=1)[CH2:10][CH2:9][NH:8][CH2:13][CH2:12]3. Reported procedure: To a solution of 1′-benzyl-5-chloro-3H-spiro[2-benzofuran-1,4′-piperidine] (950 mg, 3.02 mmol) in dichloromethane (CH2Cl2) (6 mL) was added chloroethyl chloroformate (560.6 mg, 3.92 mmol) slowly at 0° C. After addition was complete the reaction mixture was kept on stirring at 0° C. for 25 min. The volatiles were removed in vacuo, the residue was dissolved in methanol (6 mL) and kept at reflux for 40 min. The volatiles were removed in vacuo and the residue was purified by silica gel flash chromat... Reactants: C(C)(C)(C)OC(=O)NCCCOC1=C2C=CN=C(C2=CC=C1)N (N-(tert-butoxycarbonyl)-3-[(1-amino-5-isoquinolyl)oxy]propylamine), Cl.CO (hydrogen chloride methanol). Product: Cl.NC1=NC=CC2=C(C=CC=C12)OCCCN (3-[(1-amino-5-isoquinolyl)oxy]propylamine hydrochloride). RXN SMILES: C(OC([NH:8][CH2:9][CH2:10][CH2:11][O:12][C:13]1[CH:22]=[CH:21][CH:20]=[C:19]2[C:14]=1[CH:15]=[CH:16][N:17]=[C:18]2[NH2:23])=O)(C)(C)C.[ClH:24].CO>>[ClH:24].[NH2:23][C:18]1[C:19]2[C:14](=[C:13]([O:12][CH2:11][CH2:10][CH2:9][NH2:8])[CH:22]=[CH:21][CH:20]=2)[CH:15]=[CH:16][N:17]=1 |f:1.2,3.4|. Procedure: According to the method of Example 1, Step C, deprotection was performed (50° C., 2 hours) by using Intermediate 20 (159 mg) and 10% hydrogen chloride/methanol solution (2.5 ml). The reaction mixture was cooled to room temperature, and then the solvent was evaporated under reduced pressure. The residue was added with methanol (0.5 ml) and diethyl ether (1.5 ml). The deposited precipitates were collected by filtration and washed with diethyl ether to obtain the title compound (116 mg) as white po... The reactants are C(C)OC1=C(OCCN)C=CC=C1 (2-(2-ethoxyphenoxy)ethylamine), C([O-])([O-])=O.[Na+].[Na+] (sodium carbonate), CN(C=O)C (dimethylformamide), ClCCCOC1=CC=C(C=C1)F (1-chloro-3-(4-fluorophenoxy)-propane). Run in O (water). Product: Cl.C(C)OC1=C(OCCNCCCOC2=CC=C(C=C2)F)C=CC=C1 (N-{2-(2-ethoxyphenoxy)ethyl}-3-(4-fluorophenoxy)propylamine hydrochloride). As a reaction SMILES: [Cl:1][CH2:2][CH2:3][CH2:4][O:5][C:6]1[CH:11]=[CH:10][C:9]([F:12])=[CH:8][CH:7]=1.[CH2:13]([O:15][C:16]1[CH:25]=[CH:24][CH:23]=[CH:22][C:17]=1[O:18][CH2:19][CH2:20][NH2:21])[CH3:14].C(=O)([O-])[O-].[Na+].[Na+].CN(C)C=O>O>[ClH:1].[CH2:13]([O:15][C:16]1[CH:25]=[CH:24][CH:23]=[CH:22][C:17]=1[O:18][CH2:19][CH2:20][NH:21][CH2:2][CH2:3][CH2:4][O:5][C:6]1[CH:11]=[CH:10][C:9]([F:12])=[CH:8][CH:7]=1)[CH3:14] |f:2.3.4,7.8|. Procedure details: A mixture of 1.9 g of 1-chloro-3-(4-fluorophenoxy)-propane, l.8 g of 2-(2-ethoxyphenoxy)ethylamine, 0.53 g of sodium carbonate and 60 ml of dimethylformamide was heated at 80°-90° C for 15 hours. After cooling, the reaction mixture was poured into water and extracted with benzene. The extract was washed with water and dried over sodium sulfate and evaporated under reduced pressure. The oily residue was dissolved in ether and treated with ethanolic hydrogen chloride under cooling. The precipitate... Product: O=C(O)C1CCCN1S(=O)(=O)c1cnc(NC(=O)N(CC2CCCC2)c2ccc(F)c(F)c2)s1. The reactants are COC(=O)C1CCCN1S(=O)(=O)c1cnc(NC(=O)N(CC2CCCC2)c2ccc(F)c(F)c2)s1, COC(=O)C1CCCN1S(=O)(=O)c1cnc(N)s1, O=C(O)Cc1csc(NC(=O)N(CC2CCCC2)c2ccc(F)c(F)c2)n1, O=CC1CCCC1, Nc1ccc(F)c(F)c1. RXN SMILES: [CH3:1][O:2][C:3](=[O:4])[CH:5]1[N:6]([S:10](=[O:11])(=[O:12])[c:13]2[cH:14][n:15][c:16]([NH:18][C:19](=[O:20])[N:21]([c:22]3[cH:23][c:24]([F:29])[c:25]([F:28])[cH:26][cH:27]3)[CH2:30][CH:31]3[CH2:32][CH2:33][CH2:34][CH2:35]3)[s:17]2)[CH2:7][CH2:8][CH2:9]1.[CH3:79][O:80][C:81]([CH:82]1[CH2:83][CH2:84][CH2:85][N:86]1[S:87]([c:88]1[s:89][c:90]([NH2:91])[n:92][cH:93]1)(=[O:94])=[O:95])=[O:96].[CH:36]1([CH2:37][N:38]([c:39]2[cH:40][cH:41][c:42]([F:43])[c:44]([F:45])[cH:46]2)[C:47](=[O:48])[NH:49][c:50]2[s:51][cH:52][c:53]([CH2:54][C:55]([OH:56])=[O:57])[n:58]2)[CH2:59][CH2:60][CH2:61][CH2:62]1.[CH:72]1([CH:73]=[O:74])[CH2:75][CH2:76][CH2:77][CH2:78]1.[F:63][c:64]1[cH:65][c:66]([NH2:71])[cH:67][cH:68][c:69]1[F:70]>>[O:2]=[C:3]([OH:4])[CH:5]1[N:6]([S:10](=[O:11])(=[O:12])[c:13]2[cH:14][n:15][c:16]([NH:18][C:19](=[O:20])[N:21]([c:22]3[cH:23][c:24]([F:29])[c:25]([F:28])[cH:26][cH:27]3)[CH2:30][CH:31]3[CH2:32][CH2:33][CH2:34][CH2:35]3)[s:17]2)[CH2:7][CH2:8][CH2:9]1. The reactants are O=C([O-])O, Cc1ccccc1, CCO, CN1CCN(Cc2cc3nc(Cl)nc(N4CCOCC4)c3s2)CC1, [Na+], O, OB(O)c1cccc2[nH]ccc12. The product is CN1CCN(Cc2cc3nc(-c4cccc5[nH]ccc45)nc(N4CCOCC4)c3s2)CC1. As a reaction SMILES: [C:37](=[O:38])([O-:39])[OH:40].[CH3:42][c:43]1[cH:44][cH:45][cH:46][cH:47][cH:48]1.[CH3:49][CH2:50][OH:51].[Cl:1][c:2]1[n:3][c:4]([N:19]2[CH2:20][CH2:21][O:22][CH2:23][CH2:24]2)[c:5]2[c:6]([n:7]1)[cH:8][c:9]([CH2:11][N:12]1[CH2:13][CH2:14][N:15]([CH3:18])[CH2:16][CH2:17]1)[s:10]2.[Na+:41].[OH2:52].[nH:25]1[cH:26][cH:27][c:28]2[c:29]([B:34]([OH:35])[OH:36])[cH:30][cH:31][cH:32][c:33]12>>[c:2]1(-[c:29]2[c:28]3[cH:27][cH:26][nH:25][c:33]3[cH:32][cH:31][cH:30]2)[n:3][c:4]([N:19]2[CH2:20][CH2:21][O:22][CH2:23][CH2:24]2)[c:5]2[c:6]([n:7]1)[cH:8][c:9]([CH2:11][N:12]1[CH2:13][CH2:14][N:15]([CH3:18])[CH2:16][CH2:17]1)[s:10]2.